This data is from the Open Reaction Database (ORD), a public repository of structured organic reaction records. The task is: describe an organic reaction: reactants, conditions, products, and yield The reactants are BrC=1C=CC(=NC1)/C(/C(F)(F)F)=N\C ([1-(5-Bromo-pyridin-2-yl)-2,2,2-trifluoro-eth-(E)-ylidene]-methyl-amine), C(#N)[BH3-].[Na+] (sodium cyano borohydride). The solvent is C([O-])(O)=O.[Na+] (sodium bicarbonate), CO (methanol). Conditions: time 2 hour. Product: BrC=1C=CC(=NC1)C(C(F)(F)F)NC ([1-(5-Bromo-pyridin-2-yl)-2,2,2-trifluoro-ethyl]-methyl-amine). The yield is 74.3%. Reaction SMILES: [Br:1][C:2]1[CH:3]=[CH:4][C:5](/[C:8](=[N:13]\[CH3:14])/[C:9]([F:12])([F:11])[F:10])=[N:6][CH:7]=1.C([BH3-])#N.[Na+]>CO.C(=O)(O)[O-].[Na+]>[Br:1][C:2]1[CH:3]=[CH:4][C:5]([CH:8]([NH:13][CH3:14])[C:9]([F:10])([F:11])[F:12])=[N:6][CH:7]=1 |f:1.2,4.5|. Reported procedure: To a stirred solution of [1-(5-Bromo-pyridin-2-yl)-2,2,2-trifluoro-eth-(E)-ylidene]-methyl-amine (0.1 g, 0.375 mmol) in methanol (5 mL) is added sodium cyano borohydride (0.027 g, 0.449 mmol) at 0° C. then stirred room temperature for 2 h. Reaction mixture is diluted with saturated sodium bicarbonate solution and extracted with ethyl acetate. Organic layer is dried over sodium sulphate, solvent is evaporated in vacuo and purified by column chromatography eluting in 10% ethyl acetate in hexane to... The reactants are FC1=CC(=C(C=C1C(C)C)C1=C(C=C(C=C1)C(F)(F)F)CI)OC1OCCCC1 (2-{[4-fluoro-2′-(iodomethyl)-5-isopropyl-4′-(trifluoromethyl)biphenyl-2-yl]oxy}tetrahydro-2H-pyran), crude product, C1(=CC=C(C=C1)S(=O)(=O)O)C (p-toluenesulfonic acid), [H-].[Na+] (Sodium hydride), FC(C=1C=C(C=C(C1)C(F)(F)F)[C@@H]1[C@@H](NC(O1)=O)C)(F)F ((4S,5R)-5-[3,5-bis(trifluoromethyl)phenyl]-4-methyl-1,3-oxazolidin-2-one). The solvent is CN(C)C=O (DMF), CO (MeOH), CN(C)C=O (DMF), [NH4+].[Cl-] (NH4Cl), O (water). Run at time 30 minute. The product is FC(C=1C=C(C=C(C1)C(F)(F)F)[C@@H]1[C@@H](N(C(O1)=O)CC1=C(C=CC(=C1)C(F)(F)F)C1=C(C=C(C(=C1)C(C)C)F)O)C)(F)F ((4S,5R)-5-[3,5-bis(trifluoromethyl)phenyl]-3-{[4′-fluoro-2′-hydroxy-5′-isopropyl-4-(trifluoromethyl)biphenyl-2-yl]methyl}-4-methyl-1,3-oxazolidin-2-one). Reaction SMILES: [H-].[Na+].[F:3][C:4]([F:23])([F:22])[C:5]1[CH:6]=[C:7]([C@H:15]2[O:19][C:18](=[O:20])[NH:17][C@H:16]2[CH3:21])[CH:8]=[C:9]([C:11]([F:14])([F:13])[F:12])[CH:10]=1.[F:24][C:25]1[C:30]([CH:31]([CH3:33])[CH3:32])=[CH:29][C:28]([C:34]2[CH:39]=[CH:38][C:37]([C:40]([F:43])([F:42])[F:41])=[CH:36][C:35]=2[CH2:44]I)=[C:27]([O:46]C2CCCCO2)[CH:26]=1.C1(C)C=CC(S(O)(=O)=O)=CC=1>CN(C=O)C.[NH4+].[Cl-].O.CO>[F:23][C:4]([F:3])([F:22])[C:5]1[CH:6]=[C:7]([C@H:15]2[O:19][C:18](=[O:20])[N:17]([CH2:44][C:35]3[CH:36]=[C:37]([C:40]([F:41])([F:42])[F:43])[CH:38]=[CH:39][C:34]=3[C:28]3[CH:29]=[C:30]([CH:31]([CH3:33])[CH3:32])[C:25]([F:24])=[CH:26][C:27]=3[OH:46])[C@H:16]2[CH3:21])[CH:8]=[C:9]([C:11]([F:12])([F:13])[F:14])[CH:10]=1 |f:0.1,6.7|. Reported procedure: Sodium hydride (60% dispersion in mineral oil, 1.9 mg, 0.0485 mmol) was added to a stirred solution of (4S,5R)-5-[3,5-bis(trifluoromethyl)phenyl]-4-methyl-1,3-oxazolidin-2-one in dry DMF (1 mL) and the reaction was stirred for 30 min, A solution of 2-{[4-fluoro-2′-(iodomethyl)-5-isopropyl-4′-(trifluoromethyl)biphenyl-2-yl]oxy}tetrahydro-2H-pyran (16.9 mg, 0.324 mmol) in dry DMF (1 mL) was added by cannula and the reaction was stirred at room temperature overnight. The reaction was diluted with s... Procedure details: To a solution of 6-(3,4-dimethoxyphenyl)-1,3-dimethyl-1,2,3,4-tetrahydropyrimidine-2,4-dione (2.0 g) in acetic acid (100 ml) was added N-chlorosuccinimide (0.97 g), and the mixture was stirred at 100° C. for 5 hours. After cooling, the reaction mixture was evaporated, and dissolved in chloroform, The solution was washed with aqueous sodium bicarbonate, and dried over magnesium sulfate. After removal of the solvent, resulting mass was crystallized from ethanol, to give 5-chloro-6-(3,4-dimethoxyph... The product is ClC=1C(N(C(N(C1C1=CC(=C(C=C1)OC)OC)C)=O)C)=O (5-chloro-6-(3,4-dimethoxyphenyl)-1,3-dimethyl-1,2,3,4-tetrahydropyrimidine-2,4-dione). Conditions: temperature 100 celsius, time 5 hour. Reaction SMILES: [CH3:1][O:2][C:3]1[CH:4]=[C:5]([C:11]2[N:16]([CH3:17])[C:15](=[O:18])[N:14]([CH3:19])[C:13](=[O:20])[CH:12]=2)[CH:6]=[CH:7][C:8]=1[O:9][CH3:10].[Cl:21]N1C(=O)CCC1=O>C(O)(=O)C>[Cl:21][C:12]1[C:13](=[O:20])[N:14]([CH3:19])[C:15](=[O:18])[N:16]([CH3:17])[C:11]=1[C:5]1[CH:6]=[CH:7][C:8]([O:9][CH3:10])=[C:3]([O:2][CH3:1])[CH:4]=1. Yield: 79.6%. The solvent is C(C)(=O)O (acetic acid). Starting materials: COC=1C=C(C=CC1OC)C1=CC(N(C(N1C)=O)C)=O (6-(3,4-dimethoxyphenyl)-1,3-dimethyl-1,2,3,4-tetrahydropyrimidine-2,4-dione), ClN1C(CCC1=O)=O (N-chlorosuccinimide). Starting materials: CO, CCOC(=O)C(C)(C)S(=O)(=O)c1ccc2c(-c3ccc(Cl)cc3)noc2c1, Cl, [Na+], [OH-]. The product is CC(C)(C(=O)O)S(=O)(=O)c1ccc2c(-c3ccc(Cl)cc3)noc2c1. As a reaction SMILES: [CH3:31][OH:32].[Cl:1][c:2]1[cH:3][cH:4][c:5](-[c:8]2[n:9][o:10][c:11]3[c:12]2[cH:13][cH:14][c:15]([S:17](=[O:18])(=[O:19])[C:20]([C:21](=[O:22])[O:23][CH2:24][CH3:25])([CH3:26])[CH3:27])[cH:16]3)[cH:6][cH:7]1.[ClH:30].[Na+:29].[OH-:28]>>[Cl:1][c:2]1[cH:3][cH:4][c:5](-[c:8]2[n:9][o:10][c:11]3[c:12]2[cH:13][cH:14][c:15]([S:17](=[O:18])(=[O:19])[C:20]([C:21](=[O:22])[OH:23])([CH3:26])[CH3:27])[cH:16]3)[cH:6][cH:7]1.